Dataset: the Open Reaction Database (ORD), a public repository of structured organic reaction records. Task: describe an organic reaction: reactants, conditions, products, and yield Reactants: CC1=CC=CC(=N1)CO ((6-methyl-pyridin-2-yl)-methanol), S(=O)(Cl)Cl (thionyl chloride). The solvent is C(Cl)Cl (methylene chloride). Yields the product ClCC1=NC(=CC=C1)C (2-Chloromethyl-6-methyl-pyridine). Yield: 85.7%. Reaction SMILES: [CH3:1][C:2]1[N:7]=[C:6]([CH2:8]O)[CH:5]=[CH:4][CH:3]=1.S(Cl)([Cl:12])=O>C(Cl)Cl>[Cl:12][CH2:8][C:6]1[CH:5]=[CH:4][CH:3]=[C:2]([CH3:1])[N:7]=1. Reported procedure: A solution of (6-methyl-pyridin-2-yl)-methanol (1.44 g, 11.7 mmol), thionyl chloride (1.45 mL, 19.9 mmol) and methylene chloride (20 mL) was stirred under reflux for 40 minutes. The reaction solution was cooled to room temperature and then concentrated under a reduced pressure. The residue was partitioned into sodium bicarbonate solution and diethyl ether. The organic layer was concentrated under a reduced pressure, and the residue was purified by silica gel chromatography (ethyl acetate) to obt...